Task: describe an organic reaction: reactants, conditions, products, and yield. Dataset: the Open Reaction Database (ORD), a public repository of structured organic reaction records Starting materials: OCN1C(CCC(C1)(C1=CC=CC=C1)C1=CC=CC=C1)=O (1-(hydroxymethyl)-5,5-diphenyl-2-piperidinone), S(=O)(Cl)Cl (thionyl chloride). Solvent: C1=CC=CC=C1 (benzene), C1=CC=CC=C1 (benzene). Reaction conditions: time 8 hour. Yields the product ClCN1C(CCC(C1)(C1=CC=CC=C1)C1=CC=CC=C1)=O (1-(chloromethyl)-5,5-diphenyl-2-piperidinone). Yield: 90.1%. Reaction SMILES: O[CH2:2][N:3]1[CH2:8][C:7]([C:15]2[CH:20]=[CH:19][CH:18]=[CH:17][CH:16]=2)([C:9]2[CH:14]=[CH:13][CH:12]=[CH:11][CH:10]=2)[CH2:6][CH2:5][C:4]1=[O:21].S(Cl)([Cl:24])=O>C1C=CC=CC=1>[Cl:24][CH2:2][N:3]1[CH2:8][C:7]([C:15]2[CH:20]=[CH:19][CH:18]=[CH:17][CH:16]=2)([C:9]2[CH:14]=[CH:13][CH:12]=[CH:11][CH:10]=2)[CH2:6][CH2:5][C:4]1=[O:21]. Procedure: To a stirred suspension of 28 g (0.1 mol) of the product of step (a) in 150 mL of benzene at 10° C. was added dropwise a solution of 16 mL (1.63 mol) of thionyl chloride in 150 mL of benzene. The mixture was allowed to warm to ambient temperature, stirred overnight and concentrated to dryness. Fresh benzene was added and the solution reconcentrated several more times to give 27 g of crude 1-(chloromethyl)-5,5-diphenyl-2-piperidinone as a white solid. Starting materials: NC=1C=C(C(=O)O)C=CC1OC (3-amino-4-methoxybenzoic acid), OCC(O)CO (glycerol), C (charcoal), N (ammonia). The reagents and catalysts are II (iodine). The solvent is S(O)(O)(=O)=O (sulphuric acid), O (water). The product is COC1=CC=C(C=2C=CC=NC12)C(=O)O (8-Methoxyquinoline-5-carboxylic acid). Yield: 69.3%. Reaction SMILES: [NH2:1][C:2]1[CH:3]=[C:4]([CH:8]=[CH:9][C:10]=1[O:11][CH3:12])[C:5]([OH:7])=[O:6].O[CH2:14][CH:15]([CH2:17]O)O.N.C>S(=O)(=O)(O)O.O.II>[CH3:12][O:11][C:10]1[C:2]2[N:1]=[CH:17][CH:15]=[CH:14][C:3]=2[C:4]([C:5]([OH:7])=[O:6])=[CH:8][CH:9]=1. Procedure details: A of 3-amino-4-methoxybenzoic acid (5.0 g), glycerol (4.16 g), and iodine (135 mg) in concentrated sulphuric acid (5 ml) was heated at 180° C. for 2 hours. The reaction was allowed to cool, diluted with water (170 ml), made basic to pH8/9 with 0.88 ammonia and stirred with activated charcoal (2.0 g). The mixture was filtered through Celite and the filtrate acidified to pH4/5 with acetic acid. The precipitate was obtained by filtration and dried in a dessicator to yield the desired product (4.21 ... Starting materials: aqueous solution, Cl.FC(CON)(F)F (2,2,2-trifluoroethoxyamine hydrochloride), aqueous solution, C(=O)NC=1SC=C(N1)C(C(=O)O)=O (2-(2-formylaminothiazol-4-yl)-glyoxylic acid), [OH-].[Na+] (sodium hydroxide), [OH-].[Na+] (sodium hydroxide). Run in CO (methanol), O (water). Product: FC(CON=C(C(=O)O)C=1N=C(SC1)NC=O)(F)F (2-(2,2,2-trifluoroethoxyimino)-2-(2-formylaminothiazol-4-yl)acetic acid). The yield is 54.6%. Reaction SMILES: [CH:1]([NH:3][C:4]1[S:5][CH:6]=[C:7]([C:9](=O)[C:10]([OH:12])=[O:11])[N:8]=1)=[O:2].[OH-].[Na+].Cl.[F:17][C:18]([F:23])([F:22])[CH2:19][O:20][NH2:21]>CO.O>[F:17][C:18]([F:23])([F:22])[CH2:19][O:20][N:21]=[C:9]([C:7]1[N:8]=[C:4]([NH:3][CH:1]=[O:2])[S:5][CH:6]=1)[C:10]([OH:12])=[O:11] |f:1.2,3.4|. Reported procedure: A suspension of 2-(2-formylaminothiazol-4-yl)-glyoxylic acid (3.0 g) in methanol (60 ml) and water (60 ml) was adjusted to pH 8 with 1 N aqueous solution of sodium hydroxide under stirring. To the solution was added 2,2,2-trifluoroethoxyamine hydrochloride (2.24 g) and then adjusted to pH 2.5 to 3 with 1 N aqueous solution of sodium hydroxide. After the solution was stirred at ambient temperature for 1.5 hours, methanol was removed from the resultant solution under reduced pressure. The remainin... The reactants are C(C)(=O)OC(C)=O (Acetic anhydride), [NH2-].[Li+] (lithium amide), R-(+)-propylene oxide, C([O-])(O)=O.[Na+] (sodium bicarbonate), N (ammonia), C(C#C)OC(C)OCC (acetaldehyde ethyl propargyl acetal), C([O-])(O)=O.[Na+] (sodium bicarbonate). Run in CS(=O)C (DMSO), C(C)(=O)OCC (ethyl acetate), O (Water). Conditions: temperature 60 celsius, time 20 minute. Product: C(C)(=O)O[C@@H](CC#CCOC(C)OCC)C (5-(R)-acetoxy-1-ethoxyethoxy-2-hexyne). Isolated yield 85.0%. Reaction SMILES: [NH2-].[Li+].N.[CH2:4]([O:7][CH:8]([O:10][CH2:11][CH3:12])[CH3:9])[C:5]#[CH:6].[C:13]([O:16][C:17](=[O:19])[CH3:18])(=O)[CH3:14].[C:20](=O)(O)[O-].[Na+]>C(OCC)(=O)C.O.CS(C)=O>[C:17]([O:16][C@H:13]([CH3:20])[CH2:14][C:6]#[C:5][CH2:4][O:7][CH:8]([O:10][CH2:11][CH3:12])[CH3:9])(=[O:19])[CH3:18] |f:0.1,5.6|. Procedure details: A second variation was initiated by adding DMSO (1000 ml) to 95% lithium amide (87.1 g, 3.60 mole) at 20° C. over 10 minutes without an exothermie reaction, heated to 60° C. over 30 minutes and maintained at that temperature for 30 minutes when ammonia evolution had ceased. The mixture was cooled to 15° C. over 20 minutes and acetaldehyde ethyl propargyl acetal (580 ml, 3.50 mole) was added to the resulting slurry over 40 minutes with cooling in an ice bath and maintaining the temperature at 15°... Starting materials: FC=1C=C(C=CC1C1=CC(=C2C(=N1)NN=C2C)CN2C(CN(C(C2)(C)C)CCC(F)(F)F)(C)C)O (3-Fluoro-4-{3-methyl-4-[2,2,5,5-tetramethyl-4-(3,3,3-trifluoro-propyl)-piperazin-1-ylmethyl]-1H-pyrazolo[3,4-b]pyridin-6-yl}-phenol), CC1(CNC2(CCCC2)CN1CC1=C2C(=NC(=C1)C1=C(C=C(C=C1)O)F)NN=C2C)C (4-[4-(8,8-Dimethyl-6,9-diaza-spiro[4.5]dec-9-ylmethyl)-3-methyl-1H-pyrazolo[3,4-b]pyridin-6-yl]-3-fluoro-phenol), C=O (formaldehyde). Yields the product FC=1C=C(C=CC1C1=CC(=C2C(=N1)NN=C2C)CN2C(CN(C1(CCCC1)C2)C)(C)C)O (3-Fluoro-4-[3-methyl-4-(6,8,8-trimethyl-6,9-diaza-spiro[4.5]dec-9-ylmethyl)-1H-pyrazolo[3,4-b]pyridin-6-yl]-phenol). Reaction SMILES: [F:1][C:2]1[CH:3]=[C:4]([OH:35])[CH:5]=[CH:6][C:7]=1[C:8]1[N:13]=[C:12]2[NH:14][N:15]=[C:16]([CH3:17])[C:11]2=[C:10]([CH2:18][N:19]2[CH2:24][C:23]([CH3:26])([CH3:25])[N:22]([CH2:27]CC(F)(F)F)[CH2:21][C:20]2([CH3:34])[CH3:33])[CH:9]=1.[CH3:36][C:37]1(C)N(CC2C=C(C3C=CC(O)=CC=3F)N=C3NN=C(C)C=23)CC2(CCCC2)NC1.C=O>>[F:1][C:2]1[CH:3]=[C:4]([OH:35])[CH:5]=[CH:6][C:7]=1[C:8]1[N:13]=[C:12]2[NH:14][N:15]=[C:16]([CH3:17])[C:11]2=[C:10]([CH2:18][N:19]2[CH2:24][C:23]3([CH2:26][CH2:37][CH2:36][CH2:25]3)[N:22]([CH3:27])[CH2:21][C:20]2([CH3:33])[CH3:34])[CH:9]=1. Procedure: The title compound was prepared in analogy to Example 65 (3-Fluoro-4-{3-methyl-4-[2,2,5,5-tetramethyl-4-(3,3,3-trifluoro-propyl)-piperazin-1-ylmethyl]-1H-pyrazolo[3,4-b]pyridin-6-yl}-phenol) using 4-[4-(8,8-Dimethyl-6,9-diaza-spiro[4.5]dec-9-ylmethyl)-3-methyl-1H-pyrazolo[3,4-b]pyridin-6-yl]-3-fluoro-phenol and aqueous formaldehyde. Reactants: C1(=CC=CC=C1)N1CNC(C12CCNCC2)=O (1-phenyl-1,3,8-triazaspiro[4.5]decan-4-one), BrCC=1C=CC2=C(C(=C(O2)[N+](=O)[O-])C2=CC=CC=C2)C1 (5-bromomethyl-2-nitro-3-phenylbenzofuran). The solvent is CC(=O)C (acetone). Conditions: temperature 20 celsius. Product: Br.C1(=CC=CC=C1)N1CNC(C12CCN(CC2)CC=2C=CC1=C(C(=C(O1)[N+](=O)[O-])C1=CC=CC=C1)C2)=O (1-phenyl-8-N-[(2-nitro-3-phenylbenzofuran-5-yl)methyl]-1,3,8-triazaspiro[4.5]decan-4-one hydrobromide salt). RXN SMILES: [C:1]1([N:7]2[C:11]3([CH2:16][CH2:15][NH:14][CH2:13][CH2:12]3)[C:10](=[O:17])[NH:9][CH2:8]2)[CH:6]=[CH:5][CH:4]=[CH:3][CH:2]=1.[Br:18][CH2:19][C:20]1[CH:21]=[CH:22][C:23]2[O:27][C:26]([N+:28]([O-:30])=[O:29])=[C:25]([C:31]3[CH:36]=[CH:35][CH:34]=[CH:33][CH:32]=3)[C:24]=2[CH:37]=1>CC(C)=O>[BrH:18].[C:1]1([N:7]2[C:11]3([CH2:12][CH2:13][N:14]([CH2:19][C:20]4[CH:21]=[CH:22][C:23]5[O:27][C:26]([N+:28]([O-:30])=[O:29])=[C:25]([C:31]6[CH:36]=[CH:35][CH:34]=[CH:33][CH:32]=6)[C:24]=5[CH:37]=4)[CH2:15][CH2:16]3)[C:10](=[O:17])[NH:9][CH2:8]2)[CH:2]=[CH:3][CH:4]=[CH:5][CH:6]=1 |f:3.4|. Procedure: A mixture of 1.7 g. (0.0066 mole) of 1-phenyl-1,3,8-triazaspiro[4.5]decan-4-one (available from the Aldrich Chemical Company) and 2 g. (0.006 mole) of 5-bromomethyl-2-nitro-3-phenylbenzofuran in 50 ml. of acetone is heated at its reflux temperature for about 75 hours. The mixture is cooled to 20° C. and filtered. The precipitate is washed with acetone to provide yellow 1-phenyl-8-N-[(2-nitro-3-phenylbenzofuran-5-yl)methyl]-1,3,8-triazaspiro[4.5]decan-4-one hydrobromide salt, m.p. 243°-244° C., h... Reactants: COC(C=1C(C(=O)OC)=C(C=CC1)NCC=1OC(=C(C1)C)C)=O (3-[(4,5-Dimethyl-furan-2-ylmethyl)-amino]-phthalic acid dimethyl ester), COCCNC1=C(C(C(=O)O)=CC=C1)C(=O)O (3-(2-methoxy-ethylamino)-phthalic acid), diacid, monomethyl esters. The product is CC=1C=C(OC1C)CNC1=C(C(C(=O)O)=CC=C1)C(=O)O (3-[(4,5-Dimethyl-furan-2-ylmethyl)-amino]-phthalic acid). Reaction SMILES: C[O:2][C:3](=[O:23])[C:4]1[C:5](=[C:10]([NH:14][CH2:15][C:16]2[O:17][C:18]([CH3:22])=[C:19]([CH3:21])[CH:20]=2)[CH:11]=[CH:12][CH:13]=1)[C:6]([O:8]C)=[O:7].COCCNC1C=CC=C(C(O)=O)C=1C(O)=O>>[CH3:21][C:19]1[CH:20]=[C:16]([CH2:15][NH:14][C:10]2[CH:11]=[CH:12][CH:13]=[C:4]([C:3]([OH:23])=[O:2])[C:5]=2[C:6]([OH:8])=[O:7])[O:17][C:18]=1[CH3:22]. Procedure: 3-[(4,5-Dimethyl-furan-2-ylmethyl)-amino]-phthalic acid dimethyl ester (0.95 g, 3 mmol) was treated in the same manner as described above for the synthesis of 3-(2-methoxy-ethylamino)-phthalic acid. The product of the reaction, which contained a mixture of diacid and monomethyl esters, was used without further purification. Starting materials: [Al+3], [H-], [H-], [H-], [H-], [Li+], [Na+], [Na+], C1CCOC1, O, O, O, O, O, O, O, O, O, O, O=S(=O)([O-])[O-], O=Cc1cccc(-c2csc3ccccc23)c1. Yields the product OCc1cccc(-c2csc3ccccc23)c1. Reaction SMILES: [Al+3:19].[H-:18].[H-:21].[H-:22].[H-:23].[Li+:20].[Na+:39].[Na+:40].[O:41]1[CH2:42][CH2:43][CH2:44][CH2:45]1.[OH2:24].[OH2:25].[OH2:26].[OH2:27].[OH2:28].[OH2:29].[OH2:30].[OH2:31].[OH2:32].[OH2:33].[S:34]([O-:35])([O-:36])(=[O:37])=[O:38].[s:1]1[cH:2][c:3](-[c:10]2[cH:11][c:12]([CH:13]=[O:14])[cH:15][cH:16][cH:17]2)[c:4]2[c:5]1[cH:6][cH:7][cH:8][cH:9]2>>[s:1]1[cH:2][c:3](-[c:10]2[cH:11][c:12]([CH2:13][OH:14])[cH:15][cH:16][cH:17]2)[c:4]2[c:5]1[cH:6][cH:7][cH:8][cH:9]2. Reactants: COc1cc(C(=O)c2c(-c3ccc(OCCN4CCCC4)cc3)sc3cc(O)ccc23)ccc1CN1CCCC1, C[Si](C)(C)C=[N+]=[N-], CO, CO, CC#N, CCN(C(C)C)C(C)C. Yields the product COc1ccc2c(C(=O)c3ccc(CN4CCCC4)c(OC)c3)c(-c3ccc(OCCN4CCCC4)cc3)sc2c1. Reaction SMILES: [CH3:1][O:2][c:3]1[cH:4][c:5]([C:15](=[O:16])[c:17]2[c:18]3[c:19]([s:20][c:21]2-[c:22]2[cH:23][cH:24][c:25]([O:28][CH2:29][CH2:30][N:31]4[CH2:32][CH2:33][CH2:34][CH2:35]4)[cH:26][cH:27]2)[cH:36][c:37]([OH:40])[cH:38][cH:39]3)[cH:6][cH:7][c:8]1[CH2:9][N:10]1[CH2:11][CH2:12][CH2:13][CH2:14]1.[CH3:50][Si:51]([CH:52]=[N+:53]=[N-:54])([CH3:55])[CH3:56].[CH3:57][OH:58].[CH3:59][OH:60].[CH3:61][C:62]#[N:63].[CH:41]([N:42]([CH:43]([CH3:44])[CH3:45])[CH2:46][CH3:47])([CH3:48])[CH3:49]>>[CH3:1][O:2][c:3]1[cH:4][c:5]([C:15](=[O:16])[c:17]2[c:18]3[c:19]([s:20][c:21]2-[c:22]2[cH:23][cH:24][c:25]([O:28][CH2:29][CH2:30][N:31]4[CH2:32][CH2:33][CH2:34][CH2:35]4)[cH:26][cH:27]2)[cH:36][c:37]([O:40][CH3:41])[cH:38][cH:39]3)[cH:6][cH:7][c:8]1[CH2:9][N:10]1[CH2:11][CH2:12][CH2:13][CH2:14]1.